This data is from the Open Reaction Database (ORD), a public repository of structured organic reaction records. The task is: describe an organic reaction: reactants, conditions, products, and yield Reactants: CC=1SC=CC1C(=O)O (2-methyl-3-thiophene carboxylic acid), C(C(=O)Cl)(=O)Cl (oxalyl chloride), N1=CC=CC=C1 (pyridine). Solvent: C1(=CC=CC=C1)C (toluene). Yields the product CN(C(=O)C1(CSC=C1)C)C.CC1=C(C=C(S1)CO)CN(C)C (5-Methyl-4-(dimethylaminomethyl)-2-thiophenemethanol N,N,3-trimethyl-3-thiophene carboxamide). Reaction SMILES: [CH3:1][C:2]1[S:3][CH:4]=[CH:5][C:6]=1[C:7]([OH:9])=O.[C:10](Cl)(=O)[C:11](Cl)=[O:12].[N:16]1[CH:21]=CC=C[CH:17]=1>C1(C)C=CC=CC=1>[CH3:17][N:16]([CH3:21])[C:7]([C:6]1([CH3:10])[CH:5]=[CH:4][S:3][CH2:2]1)=[O:9].[CH3:1][C:2]1[S:3][C:4]([CH2:11][OH:12])=[CH:5][C:6]=1[CH2:7][N:16]([CH3:21])[CH3:17] |f:4.5|. Reported procedure: A mixture of 2-methyl-3-thiophene carboxylic acid (2 g) and oxalyl chloride (2 ml) in dry toluene (20 ml) was heated under reflux and was treated with pyridine (0.05 ml). The reaction mixture was heated at reflux for 1 h, cooled and partially evaporated. The residue was added to a solution of dimethylamine in toluene at 0° to 5° C. After 2 hours water and diethyl ether were added. The organic phase was washed with dilute hydrochloric acid, sodium hydroxide and water, dried and evaporated to an o... RXN SMILES: [C:1]1([CH:7]([CH3:11])[C:8]([OH:10])=O)[CH:6]=[CH:5][CH:4]=[CH:3][CH:2]=1.S(Cl)(Cl)=O.[NH2:16][C:17]1[CH:22]=[CH:21][C:20]([N:23]2[C:29](=[O:30])[CH2:28][C:27](=[O:31])[NH:26][C:25]3[C:32]4[C:37]([CH:38]=[CH:39][C:24]2=3)=[CH:36][CH:35]=[CH:34][CH:33]=4)=[CH:19][CH:18]=1>>[C:1]1([CH:7]([CH3:11])[C:8]([NH:16][C:17]2[CH:22]=[CH:21][C:20]([N:23]3[C:29](=[O:30])[CH2:28][C:27](=[O:31])[NH:26][C:25]4[C:32]5[C:37]([CH:38]=[CH:39][C:24]3=4)=[CH:36][CH:35]=[CH:34][CH:33]=5)=[CH:19][CH:18]=2)=[O:10])[CH:2]=[CH:3][CH:4]=[CH:5][CH:6]=1. Procedure: 2-Phenylpropionic acid (30 mg, 0.2 mmol) was treated with thionyl chloride in the same manner as that of Example 13, and then by using the resultant together with 5-(4-aminophenyl)-1H-naphtho[1,2-b][1,4]diazepine-2,4(3H,5H)-dione (32 mg, 0.1 mmol) obtained in Example 1, (3), the title compound (10 mg, yield 22%) was obtained as pale brown crystals in the same manner as that of Example 1, (4). Reactants: C1(=CC=CC=C1)C(C(=O)O)C (2-Phenylpropionic acid), S(=O)(Cl)Cl (thionyl chloride), NC1=CC=C(C=C1)N1C2=C(NC(CC1=O)=O)C1=CC=CC=C1C=C2 (5-(4-aminophenyl)-1H-naphtho[1,2-b][1,4]diazepine-2,4(3H,5H)-dione). The product is C1(=CC=CC=C1)C(C(=O)NC1=CC=C(C=C1)N1C2=C(NC(CC1=O)=O)C1=CC=CC=C1C=C2)C (5-[4-[(2-Phenylpropionyl)amino]phenyl]-1H-naphtho[1,2-b][1,4]diazepine-2,4(3H,5H)-dione). Isolated yield 22.2%. The reactants are CC(C)OC(=O)/N=N/C(=O)OC(C)C (DIAD), [N+](=O)([O-])C=1C=C(C=CC1)O (3-nitrophenol), C1(CCCC1)OC([C@H](CCO)NC(=O)OC(C)(C)C)=O ((S)-2-tert-butoxycarbonylamino-4-hydroxy-butyric acid cyclopentyl ester), C1(=CC=CC=C1)P(C1=CC=CC=C1)C1=CC=CC=C1 (triphenyl phosphine). Solvent: C(Cl)Cl (DCM), C(Cl)Cl (DCM). Reaction conditions: time 16 hour. Product: C1(CCCC1)OC([C@H](CCOC1=CC(=CC=C1)[N+](=O)[O-])NC(=O)OC(C)(C)C)=O ((S)-2-tert-Butoxycarbonylamino-4-(3-nitro-phenoxy)-butyric acid cyclopentyl ester). RXN SMILES: [N+:1]([C:4]1[CH:5]=[C:6]([OH:10])[CH:7]=[CH:8][CH:9]=1)([O-:3])=[O:2].[CH:11]1([O:16][C:17](=[O:30])[C@@H:18]([NH:22][C:23]([O:25][C:26]([CH3:29])([CH3:28])[CH3:27])=[O:24])[CH2:19][CH2:20]O)[CH2:15][CH2:14][CH2:13][CH2:12]1.C1(P(C2C=CC=CC=2)C2C=CC=CC=2)C=CC=CC=1.CC(OC(/N=N/C(OC(C)C)=O)=O)C>C(Cl)Cl>[CH:11]1([O:16][C:17](=[O:30])[C@@H:18]([NH:22][C:23]([O:25][C:26]([CH3:29])([CH3:28])[CH3:27])=[O:24])[CH2:19][CH2:20][O:10][C:6]2[CH:7]=[CH:8][CH:9]=[C:4]([N+:1]([O-:3])=[O:2])[CH:5]=2)[CH2:12][CH2:13][CH2:14][CH2:15]1. Reported procedure: To a slurry of 3-nitrophenol (1.2 g, 8.4 mmol) in anhydrous DCM (60 ml) at 0° C. was added (S)-2-tert-butoxycarbonylamino-4-hydroxy-butyric acid cyclopentyl ester (2 g, 7 mmol) (see Scheme 9) in DCM (10 ml), triphenyl phosphine (7.5 g, 28.7 mmol) followed by slow addition of DIAD (5.8 g, 28.7 mmol). The reaction was allowed to warm to room temperature and stirred for 16 h. The solvent was removed and the crude material purified by column chromatography. (EtOAc:heptane, 1:9), (1.6 g, 56%). LCMS p... Starting materials: C1CCOC1, [Cl-], [Cl-], Clc1cccc2ccccc12, [Mg+2], c1ccc2c(-c3cccc4ccccc34)cccc2c1. Yields the product c1ccc2ccccc2c1. RXN SMILES: [CH2:35]1[O:36][CH2:37][CH2:38][CH2:39]1.[Cl-:1].[Cl-:3].[Cl:4][c:5]1[cH:6][cH:7][cH:8][c:9]2[cH:10][cH:11][cH:12][cH:13][c:14]12.[Mg+2:2].[c:15]1(-[c:16]2[c:17]3[c:18]([cH:19][cH:20][cH:21][cH:22]3)[cH:23][cH:24][cH:25]2)[c:26]2[c:27]([cH:28][cH:29][cH:30][cH:31]2)[cH:32][cH:33][cH:34]1>>[cH:5]1[cH:6][cH:7][cH:8][c:9]2[cH:10][cH:11][cH:12][cH:13][c:14]12.